From a dataset of the Open Reaction Database (ORD), a public repository of structured organic reaction records. describe an organic reaction: reactants, conditions, products, and yield Reactants: OC1=CC=C(C=C1)C1=NOC(=C1)COC(N)=O (Carbamic acid 3-(4-hydroxy-phenyl)-isoxazol-5-ylmethyl ester), C([O-])([O-])=O.[K+].[K+] (potassium carbonate), BrC(C)C1=CC=CC=C1 ((1-bromoethyl)benzene). The solvent is C(C)#N (acetonitrile). Yields the product C1(=CC=CC=C1)C(C)OC1=CC=C(C=C1)C1=NOC(=C1)COC(N)=O (carbamic acid 3-[4-(1-phenyl-ethoxy)-phenyl]-isoxazol-5-ylmethyl ester). RXN SMILES: [OH:1][C:2]1[CH:7]=[CH:6][C:5]([C:8]2[CH:12]=[C:11]([CH2:13][O:14][C:15](=[O:17])[NH2:16])[O:10][N:9]=2)=[CH:4][CH:3]=1.C(=O)([O-])[O-].[K+].[K+].Br[CH:25]([C:27]1[CH:32]=[CH:31][CH:30]=[CH:29][CH:28]=1)[CH3:26]>C(#N)C>[C:27]1([CH:25]([O:1][C:2]2[CH:3]=[CH:4][C:5]([C:8]3[CH:12]=[C:11]([CH2:13][O:14][C:15](=[O:17])[NH2:16])[O:10][N:9]=3)=[CH:6][CH:7]=2)[CH3:26])[CH:32]=[CH:31][CH:30]=[CH:29][CH:28]=1 |f:1.2.3|. Reported procedure: Carbamic acid 3-(4-hydroxy-phenyl)-isoxazol-5-ylmethyl ester (150 mg, 0.64 mmol) and potassium carbonate (180 mg, 1.28 mmol) were dissolved in 10 ml of acetonitrile, to which was added dropwise (1-bromoethyl)benzene (131 μl, 0.96 mmol), and reacted at room temperature overnight. The completion of the reaction was confirmed by liquid chromatography, and then acetonitrile was distilled under reduced pressure. A crude solid compound was extracted with ethyl acetate and the solvent was distilled und... The reactants are C(C)(=O)O (acetic acid), C(C)(=O)NC=1C(=CC(=C(OC2=C(OCC(=O)OC)C=CC=C2)C1)[N+](=O)[O-])F (methyl [2-(5-acetylamino-4-fluoro-2-nitrophenoxy)phenoxy]acetate). The reagents and catalysts are [Fe] (iron). The solvent is O (water), O (water). Run at temperature 80 celsius. The product is C(C)(=O)NC=1C(=CC(=C(OC2=C(OCC(=O)OC)C=CC=C2)C1)N)F (methyl [2-(5-acetylamino-2-amino-4-fluorophenoxy)phenoxy]acetate). Yield: 72.8%. Reaction SMILES: C(O)(=O)C.[C:5]([NH:8][C:9]1[C:10]([F:31])=[CH:11][C:12]([N+:28]([O-])=O)=[C:13]([CH:27]=1)[O:14][C:15]1[CH:26]=[CH:25][CH:24]=[CH:23][C:16]=1[O:17][CH2:18][C:19]([O:21][CH3:22])=[O:20])(=[O:7])[CH3:6]>[Fe].O>[C:5]([NH:8][C:9]1[C:10]([F:31])=[CH:11][C:12]([NH2:28])=[C:13]([CH:27]=1)[O:14][C:15]1[CH:26]=[CH:25][CH:24]=[CH:23][C:16]=1[O:17][CH2:18][C:19]([O:21][CH3:22])=[O:20])(=[O:7])[CH3:6]. Procedure: Into a mixture of 40 ml of acetic acid and 40 ml of water was added 2.2 g of an iron powder, and the mixture was heated to 80° C. Into the mixture was added 3.0 g of methyl [2-(5-acetylamino-4-fluoro-2-nitrophenoxy)phenoxy]acetate, and the mixture was heated for 30 minutes under reflux. Thereafter, the mixture was poured into water, extracted with ethyl acetate, the organic layer was washed with water, and washed with saturated aqueous sodium bicarbonate, dried over magnesium sulfate, and concen... The reactants are NCCc1ccccc1, O=C(O)c1cccc(-c2nc(N3CCOCC3)nc3c2CCN3c2ccncc2)c1, On1nnc2ccccc21. Yields the product O=C(NCCc1ccccc1)c1cccc(-c2nc(N3CCOCC3)nc3c2CCN3c2ccncc2)c1. RXN SMILES: [CH2:41]([CH2:42][c:43]1[cH:44][cH:45][cH:46][cH:47][cH:48]1)[NH2:49].[O:1]1[CH2:2][CH2:3][N:4]([c:7]2[n:8][c:9](-[c:22]3[cH:23][c:24]([C:25](=[O:26])[OH:27])[cH:28][cH:29][cH:30]3)[c:10]3[c:11]([n:12]2)[N:13]([c:16]2[cH:17][cH:18][n:19][cH:20][cH:21]2)[CH2:14][CH2:15]3)[CH2:5][CH2:6]1.[OH:31][n:32]1[c:33]2[c:34]([cH:35][cH:36][cH:37][cH:38]2)[n:39][n:40]1>>[O:1]1[CH2:2][CH2:3][N:4]([c:7]2[n:8][c:9](-[c:22]3[cH:23][c:24]([C:25](=[O:27])[NH:49][CH2:41][CH2:42][c:43]4[cH:44][cH:45][cH:46][cH:47][cH:48]4)[cH:28][cH:29][cH:30]3)[c:10]3[c:11]([n:12]2)[N:13]([c:16]2[cH:17][cH:18][n:19][cH:20][cH:21]2)[CH2:14][CH2:15]3)[CH2:5][CH2:6]1. Reactants: NC1=NC=C(C=C1[N+](=O)[O-])F (2-amino-5-fluoro-3-nitropyridine), O (water), Cl (hydrochloric acid). Reagents/catalysts: [Fe] (iron), [Fe] (iron). Solvent: C(C)O (ethanol). Product: NC1=NC=C(C=C1N)F (2,3-diamino-5-fluoropyridine). Isolated yield 102.6%. Reaction SMILES: [NH2:1][C:2]1[C:7]([N+:8]([O-])=O)=[CH:6][C:5]([F:11])=[CH:4][N:3]=1.O.Cl>C(O)C.[Fe]>[NH2:1][C:2]1[C:7]([NH2:8])=[CH:6][C:5]([F:11])=[CH:4][N:3]=1. Reported procedure: To a solution of 2-amino-5-fluoro-3-nitropyridine (0.42 g, 2.3 mmol) and iron powder (1.6 g, 28 mmol) in ethanol (10 ml) were added water (0.5 ml, 28 mmol) and hydrochloric acid (27 μl, 0.32 mmol). The mixture was refluxed for 1 h. An additional amount of iron powder (0.2 g, 3.6 mmol) was added and the mixture was refluxed for 30 min. The reaction mixture was filtered through celite and evaporation under reduced pressure of the solvent gave 0.3 g (100%) of the desired product. Starting materials: Cc1ccc(NC2(C(=O)[O-])CCN(CCc3ccccc3)CC2)cc1, CN(C)P(=O)(N(C)C)N(C)C, CI, [Na+], O. Product: COC(=O)C1(Nc2ccc(C)cc2)CCN(CCc2ccccc2)CC1. As a reaction SMILES: [CH3:1][c:2]1[cH:3][cH:4][c:5]([NH:8][C:9]2([C:23](=[O:24])[O-:25])[CH2:10][CH2:11][N:12]([CH2:15][CH2:16][c:17]3[cH:18][cH:19][cH:20][cH:21][cH:22]3)[CH2:13][CH2:14]2)[cH:6][cH:7]1.[CH3:27][N:28]([CH3:29])[P:30](=[O:31])([N:32]([CH3:33])[CH3:34])[N:35]([CH3:36])[CH3:37].[I:38][CH3:39].[Na+:26].[OH2:40]>>[CH3:1][c:2]1[cH:3][cH:4][c:5]([NH:8][C:9]2([C:23](=[O:24])[O:25][CH3:27])[CH2:10][CH2:11][N:12]([CH2:15][CH2:16][c:17]3[cH:18][cH:19][cH:20][cH:21][cH:22]3)[CH2:13][CH2:14]2)[cH:6][cH:7]1.